Dataset: the Open Reaction Database (ORD), a public repository of structured organic reaction records. Task: describe an organic reaction: reactants, conditions, products, and yield The reactants are ( 7 ), CC(CC(=O)O)CCCCC(CC(=O)O)C (3,8-dimethyldecanedioic acid), ( 8 ), CC(CC(=O)O)CCCCC(CC(=O)O)C (3,8-dimethyldecanedioic acid), 3,8- or 3,7-dimethyldecanedioic acid, CC(CCCCC(C)=O)=O (2,7-octanedione), BrCC(=O)OCC (ethyl bromoacetate), ester, ( 7 ), ( 9 ), CC(C(=O)OCC)C(=O)OCC (diethyl methylmalonate), BrCCCCBr (1,4-dibromobutane). Product: CC(C(=O)O)CCCCC(C(=O)O)C (2,7-dimethyloctanedioic acid). Reaction SMILES: C[CH:2]([CH2:7][CH2:8][CH2:9][CH2:10][CH:11](C)[CH2:12][C:13]([OH:15])=[O:14])CC(O)=O.[CH3:17]C(=O)CCCCC(=O)C.BrC[C:29]([O:31]CC)=[O:30].CC(C(OCC)=O)C(OCC)=O.BrCCCCBr>>[CH3:17][CH:12]([CH2:11][CH2:10][CH2:9][CH2:8][CH:7]([CH3:2])[C:29]([OH:31])=[O:30])[C:13]([OH:15])=[O:14]. Procedure: As processes for synthesizing 3,8- or 3,7-dimethyldecanedioic acid, the following (7) through (9) are known: (7) a process for synthesizing 3,8-dimethyldecanedioic acid, from 2,7-octanedione comprising the five steps of Reformatsky reaction of ethyl bromoacetate, bromination of hydroxyl group, dehydrobromination, hydrogenation of double bond and hydrolysis of ester (see Ann., 580, 125-131 (1953)); (8) a process for synthesizing 3,8-dimethyldecanedioic acid, comprising seven steps starting from m... The reactants are resultant mixture, CC1=COC2=C(C(N1)=O)C=C(C=C2)C (4,5-dihydro-3,7-dimethyl-1,4-benzoxazepin-5-one), BrCCCCCBr (1,5-dibromopentane), [H-].[Na+] (sodium hydride). Solvent: CN(C=O)C (dimethylformamide). Conditions: time 30 minute. The product is BrCCCCCN1C(=COC2=C(C1=O)C=C(C=C2)C)C (4-(5-bromopentyl)-4,5-dihydro-3,7-dimethyl-1,4-berizoxazepin-5-one). Reaction SMILES: [CH3:1][C:2]1[NH:8][C:7](=[O:9])[C:6]2[CH:10]=[C:11]([CH3:14])[CH:12]=[CH:13][C:5]=2[O:4][CH:3]=1.[H-].[Na+].[Br:17][CH2:18][CH2:19][CH2:20][CH2:21][CH2:22]Br>CN(C)C=O>[Br:17][CH2:18][CH2:19][CH2:20][CH2:21][CH2:22][N:8]1[C:7](=[O:9])[C:6]2[CH:10]=[C:11]([CH3:14])[CH:12]=[CH:13][C:5]=2[O:4][CH:3]=[C:2]1[CH3:1] |f:1.2|. Procedure: 346 mg of 4,5-dihydro-3,7-dimethyl-1,4-benzoxazepin-5-one was dissolved in 20 ml of dimethylformamide, then 88 mg (1.2 equivalents) of 60% sodium hydride was added. This was agitated for 30 minutes, then 1.68 g (4 equivalents) of 1,5-dibromopentane was added and the resultant mixture was agitated at room temperature for 4 hours. Starting materials: C(C)(C)(C)OC(N[C@H](C(=O)N1[C@@H](C2=CC=CC=C2CC1)C(NC1=C(C=CC=C1F)F)=O)C1CCCCC1)=O ({(S)-1-cyclohexyl-2-[(S)-1-(2,6-difluoro-phenylcarbamoyl)-3,4-dihydro-1H-isoquinolin-2-yl]-2-oxo-ethyl}-carbamic acid tert-butyl ester), C(=O)(C(F)(F)F)O (TFA). Run in C(Cl)Cl (CH2Cl2). Conditions: time 1 hour. The product is FC(C(=O)O)(F)F.FC1=C(C(=CC=C1)F)NC(=O)[C@H]1N(CCC2=CC=CC=C12)C([C@H](C1CCCCC1)N)=O ((S)-2-((S)-2-amino-2-cyclohexyl-acetyl)-1,2,3,4-tetrahydro-isoquinoline-1-carboxylic acid (2,6-difluoro-phenyl)-amide trifluoroacetate). As a reaction SMILES: C(OC(=O)[NH:7][C@@H:8]([CH:32]1[CH2:37][CH2:36][CH2:35][CH2:34][CH2:33]1)[C:9]([N:11]1[CH2:20][CH2:19][C:18]2[C:13](=[CH:14][CH:15]=[CH:16][CH:17]=2)[C@H:12]1[C:21](=[O:31])[NH:22][C:23]1[C:28]([F:29])=[CH:27][CH:26]=[CH:25][C:24]=1[F:30])=[O:10])(C)(C)C.[C:39]([OH:45])([C:41]([F:44])([F:43])[F:42])=[O:40]>C(Cl)Cl>[F:42][C:41]([F:44])([F:43])[C:39]([OH:45])=[O:40].[F:30][C:24]1[CH:25]=[CH:26][CH:27]=[C:28]([F:29])[C:23]=1[NH:22][C:21]([C@@H:12]1[C:13]2[C:18](=[CH:17][CH:16]=[CH:15][CH:14]=2)[CH2:19][CH2:20][N:11]1[C:9](=[O:10])[C@@H:8]([NH2:7])[CH:32]1[CH2:33][CH2:34][CH2:35][CH2:36][CH2:37]1)=[O:31] |f:3.4|. Procedure: To a solution of {(S)-1-cyclohexyl-2-[(S)-1-(2,6-difluoro-phenylcarbamoyl)-3,4-dihydro-1H-isoquinolin-2-yl]-2-oxo-ethyl}-carbamic acid tert-butyl ester (62 mg, 118 μmol, Eq: 1.00) in CH2Cl2 (3 mL) was added TFA (1 mL) dropwise. The reaction was stirred at RT for 1 h. The mixture was evaporated to afford (S)-2-((S)-2-amino-2-cyclohexyl-acetyl)-1,2,3,4-tetrahydro-isoquinoline-1-carboxylic acid (2,6-difluoro-phenyl)-amide trifluoroacetate which was used without further purification. Starting materials: C(C)(C)(C)OC(=O)N[C@@H]1CN(CC1)S(=O)(=O)C=1C=2C(=CN=C(C2C=CC1)Cl)Cl ((S)-3-(tert-butoxycarbonyl)amino-1-(1,4-dichloro-5-isoquinolinesulfonyl)pyrrolidine), C(C)(C)(C)OC(=O)NC1CN(CC1)S(=O)(=O)C=1C=2C(=CN=C(C2C=CC1)Cl)Cl ((R/S)-3-(tert-butoxycarbonyl)amino-1-(1,4-dichloro-5-isoquinolinesulfonyl)pyrrolidine). Product: N[C@@H]1CN(CC1)S(=O)(=O)C=1C=2C(=CN=C(C2C=CC1)N)Cl ((S)-3-Amino-1-(1-amino-4-chloro-5-isoquinolinesulfonyl)pyrrolidine), Cl (hydrochloride). As a reaction SMILES: C(OC([NH:8][C@H:9]1[CH2:13][CH2:12][N:11]([S:14]([C:17]2[C:18]3[C:19]([Cl:28])=[CH:20][N:21]=[C:22]([Cl:27])[C:23]=3[CH:24]=[CH:25][CH:26]=2)(=[O:16])=[O:15])[CH2:10]1)=O)(C)(C)C.C(OC([NH:36]C1CCN(S(C2C3C(Cl)=CN=C(Cl)C=3C=CC=2)(=O)=O)C1)=O)(C)(C)C>>[NH2:8][C@H:9]1[CH2:13][CH2:12][N:11]([S:14]([C:17]2[C:18]3[C:19]([Cl:28])=[CH:20][N:21]=[C:22]([NH2:36])[C:23]=3[CH:24]=[CH:25][CH:26]=2)(=[O:16])=[O:15])[CH2:10]1.[ClH:27]. Procedure details: Intermediate 26a was used in the method of Example 39 instead of Intermediate 26 to obtain the title compound as hydrochloride. Starting materials: F[B-](F)(F)F, CCO, ClCCl, CC(=O)N(c1ccc(C(=O)O)cc1C)C1CCC1, CCN(C(C)C)C(C)C, CC(N)c1nc2ccc(Cl)cc2[nH]1, Cl, C1CCOC1, CN(C)C(On1nnc2ccccc21)=[N+](C)C. Product: CC(=O)N(c1ccc(C(=O)NC(C)c2nc3cc(Cl)ccc3[nH]2)cc1C)C1CCC1. RXN SMILES: [B-:19]([F:20])([F:21])([F:22])[F:23].[CH2:69]([OH:70])[CH3:71].[CH2:72]([Cl:73])[Cl:74].[CH3:1][c:2]1[cH:3][c:4]([C:5](=[O:6])[OH:7])[cH:8][cH:9][c:10]1[N:11]([C:12]([CH3:13])=[O:14])[CH:15]1[CH2:16][CH2:17][CH2:18]1.[CH:41]([N:42]([CH:43]([CH3:44])[CH3:45])[CH2:46][CH3:47])([CH3:48])[CH3:49].[Cl:50][c:51]1[cH:52][c:53]2[c:54]([n:55][c:56]([CH:58]([CH3:59])[NH2:60])[nH:57]2)[cH:61][cH:62]1.[Cl:63].[O:64]1[CH2:65][CH2:66][CH2:67][CH2:68]1.[n:24]1([O:25][C:26]([N:27]([CH3:28])[CH3:29])=[N+:30]([CH3:31])[CH3:32])[c:33]2[cH:34][cH:35][cH:36][cH:37][c:38]2[n:39][n:40]1>>[CH3:1][c:2]1[cH:3][c:4]([C:5](=[O:7])[NH:60][CH:58]([c:56]2[nH:55][c:54]3[c:53]([cH:52][c:51]([Cl:50])[cH:62][cH:61]3)[n:57]2)[CH3:59])[cH:8][cH:9][c:10]1[N:11]([C:12]([CH3:13])=[O:14])[CH:15]1[CH2:16][CH2:17][CH2:18]1. The reactants are COc1c(NC(=O)c2cc3cccc(C=O)c3n2C)cc(C(C)(C)C)cc1NS(C)(=O)=O, O=C(OCC(Cl)(Cl)Cl)N1CCNCC1. Product: COc1c(NC(=O)c2cc3cccc(CN4CCN(C(=O)OCC(Cl)(Cl)Cl)CC4)c3n2C)cc(C(C)(C)C)cc1NS(C)(=O)=O. RXN SMILES: [C:15]([CH3:16])([CH3:17])([CH3:18])[c:19]1[cH:20][c:21]([NH:42][S:43](=[O:44])(=[O:45])[CH3:46])[c:22]([O:40][CH3:41])[c:23]([NH:25][C:26](=[O:27])[c:28]2[n:29]([CH3:39])[c:30]3[c:31]([CH:37]=[O:38])[cH:32][cH:33][cH:34][c:35]3[cH:36]2)[cH:24]1.[Cl:1][C:2]([CH2:3][O:4][C:5](=[O:6])[N:7]1[CH2:8][CH2:9][NH:10][CH2:11][CH2:12]1)([Cl:13])[Cl:14]>>[Cl:1][C:2]([CH2:3][O:4][C:5](=[O:6])[N:7]1[CH2:8][CH2:9][N:10]([CH2:37][c:31]2[c:30]3[n:29]([CH3:39])[c:28]([C:26]([NH:25][c:23]4[c:22]([O:40][CH3:41])[c:21]([NH:42][S:43](=[O:44])(=[O:45])[CH3:46])[cH:20][c:19]([C:15]([CH3:16])([CH3:17])[CH3:18])[cH:24]4)=[O:27])[cH:36][c:35]3[cH:34][cH:33][cH:32]2)[CH2:11][CH2:12]1)([Cl:13])[Cl:14].